This data is from the Open Reaction Database (ORD), a public repository of structured organic reaction records. The task is: describe an organic reaction: reactants, conditions, products, and yield The reactants are C([O-])([O-])=O.[K+].[K+] (Potassium carbonate), C(C)(=O)Cl (acetyl chloride), CN(C)C=O (DMF), OC1=CC=C(C=C1)N=C(C=COC1=CC=CC=C1)OC1=CC=CC=C1 (phenyl N-(4-hydroxyphenyl)-3-(phenoxy)acrylimidate). Run in COC(C)(C)C (t-Butyl methyl ether). Yields the product C(C)(=O)OC1=CC=C(C=C1)N=C(C=COC1=CC=CC=C1)OC1=CC=CC=C1 (phenyl N-(4-acetoxyphenyl)-3-(phenoxy)acrylimidate). RXN SMILES: C(=O)([O-])[O-].[K+].[K+].[C:7](Cl)(=[O:9])[CH3:8].CN(C=O)C.[OH:16][C:17]1[CH:22]=[CH:21][C:20]([N:23]=[C:24]([O:34][C:35]2[CH:40]=[CH:39][CH:38]=[CH:37][CH:36]=2)[CH:25]=[CH:26][O:27][C:28]2[CH:33]=[CH:32][CH:31]=[CH:30][CH:29]=2)=[CH:19][CH:18]=1>COC(C)(C)C>[C:7]([O:16][C:17]1[CH:22]=[CH:21][C:20]([N:23]=[C:24]([O:34][C:35]2[CH:36]=[CH:37][CH:38]=[CH:39][CH:40]=2)[CH:25]=[CH:26][O:27][C:28]2[CH:33]=[CH:32][CH:31]=[CH:30][CH:29]=2)=[CH:19][CH:18]=1)(=[O:9])[CH3:8] |f:0.1.2|. Reported procedure: Potassium carbonate (0.075 g) and acetyl chloride (0.035 ml) were added to DMF (3 ml) solution of phenyl N-(4-hydroxyphenyl)-3-(phenoxy)acrylimidate (0.15 g) at room temperature and stirred for two hours at the same temperature and for three hours at 50° C. t-Butyl methyl ether (80 ml) was added to the reaction solution, and it was successively washed with water and aqueous saturated sodium chloride solution, dried over anhydrous magnesium sulfate, concentrated under reduced pressure. The residu...